describe an organic reaction: reactants, conditions, products, and yield From a dataset of the Open Reaction Database (ORD), a public repository of structured organic reaction records. The reactants are FC1=C(C#N)C=CC(=C1)O (2-Fluoro-4-hydroxybenzonitrile), Cl (hydrochloric acid), [H][H] (hydrogen). The reagents and catalysts are [OH-].[Pd+2].[OH-] (palladium hydroxide). Solvent: C(C)O (ethanol). The product is Cl.NCC1=C(C=C(C=C1)O)F (4-Aminomethyl-3-fluoro-phenol hydrochloride). RXN SMILES: [F:1][C:2]1[CH:9]=[C:8]([OH:10])[CH:7]=[CH:6][C:3]=1[C:4]#[N:5].[ClH:11].[H][H]>[OH-].[Pd+2].[OH-].C(O)C>[ClH:11].[NH2:5][CH2:4][C:3]1[CH:6]=[CH:7][C:8]([OH:10])=[CH:9][C:2]=1[F:1] |f:3.4.5,7.8|. Procedure: 2-Fluoro-4-hydroxybenzonitrile (10 g, Allied Signal) was added to a 500 mL Parr flask, followed by palladium hydroxide (5 g). Anhydrous ethanol (200 mL) was then added under nitrogen atmosphere, followed by aq. concentrated hydrochloric acid (7.55 mL). The mixture was shaken under 50 psi of hydrogen for 1.5 h, then filtered through nylon. The filtrate was concentrated, washed with ethyl acetate, then dried in vacuo to yield the crude title compound (9.8 g). Reactants: ClC=1C=C2CC(N(C2=CC1)C(=O)N)=O (5-chloro-2-oxindole-1-carboxamide), CS(=O)(=O)C1=CC=C(S1)C(=O)Cl (5-methylsulfonyl-2-thiophenecarbonyl chloride). Reagents/catalysts: CN(C)C1=CC=NC=C1 (4-(N,N-dimethylamino)pyridine). Yields the product ClC=1C=C2C(C(N(C2=CC1)C(=O)N)=O)C(C1=CC=C(S1)S(=O)(=O)C)=O (5-chloro-3-(5-methylsulfonyl-2-thenoyl)-2-oxindole -1-carboxamide). Isolated yield 70.0%. RXN SMILES: [Cl:1][C:2]1[CH:3]=[C:4]2[C:8](=[CH:9][CH:10]=1)[N:7]([C:11]([NH2:13])=[O:12])[C:6](=[O:14])[CH2:5]2.[CH3:15][S:16]([C:19]1[S:23][C:22]([C:24](Cl)=[O:25])=[CH:21][CH:20]=1)(=[O:18])=[O:17]>CN(C1C=CN=CC=1)C>[Cl:1][C:2]1[CH:3]=[C:4]2[C:8](=[CH:9][CH:10]=1)[N:7]([C:11]([NH2:13])=[O:12])[C:6](=[O:14])[CH:5]2[C:24](=[O:25])[C:22]1[S:23][C:19]([S:16]([CH3:15])(=[O:18])=[O:17])=[CH:20][CH:21]=1. Procedure: The title compound was prepared according to the procedure of Example 32. A 2.06 g (10.0 mmoles) sample of 5-methylsulfonyl-2-thiophenecarboxylic acid (prepared according to Cymerman-Craig, J., et al., J. Chem. Soc.:237 (1954)) reacted with 10 ml of thionyl chloride to give 2.14 g of crude acid chloride as a solid. The reaction of 1.75 g (8.33 mmoles) of 5-chloro-2-oxindole-1-carboxamide with 5-methylsulfonyl-2-thiophenecarbonyl chloride in the presence of 3.05 g (25.0 mmoles) of 4-(N,N-dimethyl... The reactants are BrP(Br)Br, OCc1ccc(CC2CCCCC2)c(C(F)(F)F)c1, ClCCl, O. Yields the product FC(F)(F)c1cc(CBr)ccc1CC1CCCCC1. Reaction SMILES: [Br:20][P:21]([Br:22])[Br:23].[CH:1]1([CH2:7][c:8]2[c:9]([C:16]([F:17])([F:18])[F:19])[cH:10][c:11]([CH2:14][OH:15])[cH:12][cH:13]2)[CH2:2][CH2:3][CH2:4][CH2:5][CH2:6]1.[Cl:25][CH2:26][Cl:27].[OH2:24]>>[CH:1]1([CH2:7][c:8]2[c:9]([C:16]([F:17])([F:18])[F:19])[cH:10][c:11]([CH2:14][Br:20])[cH:12][cH:13]2)[CH2:2][CH2:3][CH2:4][CH2:5][CH2:6]1. Reactants: C(C)(C)(C)OC(=O)N1CCCC2=CC(=CC=C12)C(C)=O (6-acetyl-3,4-dihydro-2H-quinoline-1-carboxylic acid tert-butyl ester), NO.Cl (NH2OH.HCl), ( 2.0 ). Solvent: CCO (EtOH). Product: C(C)(C)(C)OC(=O)N1CCCC2=CC(=CC=C12)C(C)=NO (6-(1-Hydroxyiminoethyl)-3,4-dihydro-2H-quinoline-1-carboxylic acid tert-butyl ester). Isolated yield 96.4%. Reaction SMILES: [C:1]([O:5][C:6]([N:8]1[C:17]2[C:12](=[CH:13][C:14]([C:18](=O)[CH3:19])=[CH:15][CH:16]=2)[CH2:11][CH2:10][CH2:9]1)=[O:7])([CH3:4])([CH3:3])[CH3:2].[NH2:21][OH:22].Cl>CCO>[C:1]([O:5][C:6]([N:8]1[C:17]2[C:12](=[CH:13][C:14]([C:18](=[N:21][OH:22])[CH3:19])=[CH:15][CH:16]=2)[CH2:11][CH2:10][CH2:9]1)=[O:7])([CH3:4])([CH3:3])[CH3:2] |f:1.2|. Procedure details: A solution of 6-acetyl-3,4-dihydro-2H-quinoline-1-carboxylic acid tert-butyl ester (1.38 g, 5 mmol) in EtOH (20 mL) was treated with NH2OH.HCl (695 mg, 10 mmol). The resulting solution was stirred at 23° C. for 3 hours in the presence of Amberlist A-21 (2.0). Then the mixture was filtered and the solvent evaporated. The residue was dissolved in EtOAc, washed with aqueous NaHCO3 and then brine. After drying (MgSO4), the organic layer was concentrated and the crude oxime purified by chromatography... Starting materials: Cc1ccc2nc(-c3nc(Br)cnc3N)[nH]c2c1, CN1CCCC1=O, CC(=O)N1CCCNCC1. Product: CC(=O)N1CCCN(c2cnc(N)c(-c3nc4ccc(C)cc4[nH]3)n2)CC1. Reaction SMILES: [Br:1][c:2]1[n:3][c:4](-[c:9]2[n:10][c:11]3[c:12]([nH:13]2)[cH:14][c:15]([CH3:18])[cH:16][cH:17]3)[c:5]([NH2:8])[n:6][cH:7]1.[CH3:29][N:30]1[CH2:31][CH2:32][CH2:33][C:34]1=[O:35].[N:19]1([C:26]([CH3:27])=[O:28])[CH2:20][CH2:21][NH:22][CH2:23][CH2:24][CH2:25]1>>[c:2]1([N:22]2[CH2:21][CH2:20][N:19]([C:26]([CH3:27])=[O:28])[CH2:25][CH2:24][CH2:23]2)[n:3][c:4](-[c:9]2[n:10][c:11]3[c:12]([nH:13]2)[cH:14][c:15]([CH3:18])[cH:16][cH:17]3)[c:5]([NH2:8])[n:6][cH:7]1. Reaction SMILES: COCCO[AlH2-]OCCOC.[Na+].[F:13][C:14]([F:31])([C:20]([F:30])([F:29])[C:21]([F:28])([F:27])[C:22]([O:24][CH2:25][CH3:26])=O)[C:15]([O:17]CC)=[O:16]>O1CCCC1>[CH2:25]([O:24][CH:22]1[C:21]([F:27])([F:28])[C:20]([F:29])([F:30])[C:14]([F:13])([F:31])[CH:15]([OH:16])[O:17]1)[CH3:26] |f:0.1|. Reaction conditions: temperature -70 celsius, time 2 hour. Reported procedure: A solution of 30.3 g. (0.015 mol.) of Vitride (70% in benzene) in 30 ml. of dry tetrahydrofuran (THF) was added dropwise over 45 min. to a stirred solution of 25.0 g. (0.084 mol.) of diethyl perfluoroglutarate in 200 ml. of THF at -70° C. The mixture was stirred for an additional 2 hours at -70° C. followed by decomposing the Vitride as described in Example 1 to give 16.8 g. (87% by weight) of the title compound as a pale yellow liquid. Distillation afforded a colorless oil: boiling range 65°-70... The reactants are COCCO[AlH2-]OCCOC.[Na+] (Vitride), FC(C(=O)OCC)(C(C(C(=O)OCC)(F)F)(F)F)F (diethyl perfluoroglutarate), COCCO[AlH2-]OCCOC.[Na+] (Vitride). The solvent is O1CCCC1 (THF), O1CCCC1 (tetrahydrofuran). The product is C(C)OC1OC(C(C(C1(F)F)(F)F)(F)F)O (2-ethoxy-6-hydroxy-3,3,4,4,5,5-hexafluoropyran). Reactants: C(C)(=O)NC1(CC2N(C3=C(CC4=C2C=CC=C4)C=CC=C3)C1=O)C(=O)OCC (2-acetylamino-2-ethoxycarbonyl-3-oxo-1,2,3,13b-tetrahydro-9H-pyrrolo[1,2-a]-dibenzo[c,f] azepine), OS(=O)(=O)O (H2SO4), [OH-].[K+] (KOH). The solvent is O (water). Run at temperature 130 celsius. Product: NC1CC2N(C3=C(CC4=C2C=CC=C4)C=CC=C3)C1=O (2-amino-3-oxo-1,2,3,13b-tetrahydro-9H-pyrrolo[1,2-a]-dibenzo[c,f] azepine). Yield: 97.0%. As a reaction SMILES: C([NH:4][C:5]1(C(OCC)=O)[C:22](=[O:23])[N:8]2[C:9]3[CH:21]=[CH:20][CH:19]=[CH:18][C:10]=3[CH2:11][C:12]3[CH:17]=[CH:16][CH:15]=[CH:14][C:13]=3[CH:7]2[CH2:6]1)(=O)C.OS(O)(=O)=O.[OH-].[K+]>O>[NH2:4][CH:5]1[C:22](=[O:23])[N:8]2[C:9]3[CH:21]=[CH:20][CH:19]=[CH:18][C:10]=3[CH2:11][C:12]3[CH:17]=[CH:16][CH:15]=[CH:14][C:13]=3[CH:7]2[CH2:6]1 |f:2.3|. Reported procedure: To 34,5 g of 2-acetylamino-2-ethoxycarbonyl-3-oxo-1,2,3,13b-tetrahydro-9H-pyrrolo[1,2-a]-dibenzo[c,f] azepine (oil, Rf in toluene: ethanol (9:2) = 0.5) are added 170 ml water and 10 ml concentrated H2SO4. The mixture is refluxed at 130° C. for 18 hours, then cooled down and made alcaline with KOH. The mixture is extracted wtih methylenechloride and the extracts washed with water, dried and evaporated. Melting point 186°-188° C. Yield 97%. Starting materials: C[N+](C)(C)C[C@@H](CC(=O)[O-])N ((R)-aminocarnitine), C(C)(C)N(CC)C(C)C (diisopropylethylamine), N(=C=O)C1=CC=C(C=C1)OC1=CC=CC=C1 (1-isocyanato-4-phenoxybenzene). Solvent: CO (MeOH). Conditions: time 18 hour. Yields the product O(C1=CC=CC=C1)C1=CC=C(C=C1)NC(N[C@H](CC(=O)[O-])C[N+](C)(C)C)=O ((R)-3-(3-(4-phenoxyphenyl)ureido)-4-(trimethylammonio)butanoate). Reaction SMILES: [CH3:1][N+:2]([CH2:5][C@H:6]([NH2:11])[CH2:7][C:8]([O-:10])=[O:9])([CH3:4])[CH3:3].C(N(C(C)C)CC)(C)C.[N:21]([C:24]1[CH:29]=[CH:28][C:27]([O:30][C:31]2[CH:36]=[CH:35][CH:34]=[CH:33][CH:32]=2)=[CH:26][CH:25]=1)=[C:22]=[O:23]>CO>[O:30]([C:27]1[CH:26]=[CH:25][C:24]([NH:21][C:22](=[O:23])[NH:11][C@@H:6]([CH2:5][N+:2]([CH3:3])([CH3:4])[CH3:1])[CH2:7][C:8]([O-:10])=[O:9])=[CH:29][CH:28]=1)[C:31]1[CH:32]=[CH:33][CH:34]=[CH:35][CH:36]=1. Reported procedure: To a solution of (R)-aminocarnitine (27 mg, 0.17 mmol) and diisopropylethylamine (88 uL, 0.51 mmol) in MeOH (2 mL) was added 1-isocyanato-4-phenoxybenzene (71 mg, 0.34 mmol) and the reaction stirred for 18 h. The MeOH was removed in vacuo and the residue stirred with 1:1 ether/EtOAc. Impurities were dissolved in the ether/EtOAc and discarded and the remaining material was taken up into 90:10 CH2Cl2/MeOH and then loaded onto a short SiOH plug. The title compound was eluted by increasing MeOH cont... The reactants are SCCOCCS (2-Mercaptoethyl ether), [OH-].[Na+] (sodium hydroxide), ClCCO (2-Chloroethanol). Run in C(C)O (ethanol). Reaction conditions: temperature 80 celsius, time 15 minute. The product is SCCOCCSCCO (2-[2-(2-mercapto-ethoxy)-ethylsulfanyl]-ethanol). Reaction SMILES: [SH:1][CH2:2][CH2:3][O:4][CH2:5][CH2:6][SH:7].[OH-].[Na+].Cl[CH2:11][CH2:12][OH:13]>C(O)C>[SH:1][CH2:2][CH2:3][O:4][CH2:5][CH2:6][S:7][CH2:11][CH2:12][OH:13] |f:1.2|. Procedure: 2-Mercaptoethyl ether (53.8 ml; 0.434 mol) was added to a solution of sodium hydroxide (17.36 g; 0.434 mol) in ethanol (300 ml) at ambient temperature and stirred for 15 min. 2-Chloroethanol (29.1 ml; 0.434 mol) was added to the solution at ambient temperature and after addition was complete the stirred solution was heated to 80° C. for 1 hr. The reaction mixture was then cooled to ambient temperature and the solid sodium chloride separated by filtration. The filtrate was transferred to a distil...